This data is from the Open Reaction Database (ORD), a public repository of structured organic reaction records. The task is: describe an organic reaction: reactants, conditions, products, and yield The solvent is CN(C)C=O (DMF), CN(C)C=O (DMF). As a reaction SMILES: Cl.[CH2:2]([N:4]([CH2:8][CH3:9])[CH2:5][CH2:6][SH:7])[CH3:3].[H-].[Na+].[H][H].C[O:15][C:16]([C:18]1[C:27]2[CH2:26][CH2:25][CH2:24][CH2:23][C:22]=2[CH:21]=[CH:20][C:19]=1[NH:28][S:29]([C:32]1[CH:37]=[CH:36][CH:35]=[CH:34][C:33]=1F)(=[O:31])=[O:30])=[O:17]>CN(C=O)C>[CH2:2]([N:4]([CH2:8][CH3:9])[CH2:5][CH2:6][S:7][C:33]1[CH:34]=[CH:35][CH:36]=[CH:37][C:32]=1[S:29]([NH:28][C:19]1[CH:20]=[CH:21][C:22]2[CH2:23][CH2:24][CH2:25][CH2:26][C:27]=2[C:18]=1[C:16]([OH:17])=[O:15])(=[O:30])=[O:31])[CH3:3] |f:0.1,2.3|. Reaction conditions: temperature 72.5 celsius, time 8 hour. Yields the product C(C)N(CCSC1=C(C=CC=C1)S(=O)(=O)NC1=C(C=2CCCCC2C=C1)C(=O)O)CC (2-{[(2-{[2-(diethylamino)ethyl]sulfanyl}phenyl)sulfonyl]amino}-5,6,7,8-tetrahydro-1-naphthalenecarboxylic acid). The reactants are COC(=O)C1=C(C=CC=2CCCCC12)NS(=O)(=O)C1=C(C=CC=C1)F (2-([(2-fluorophenyl)sulfonyl]amino)-5,6,7,8-tetrahydro-1-napthalenecarboxylic acid methyl ester), [H][H] (hydrogen), Cl.C(C)N(CCS)CC (2-(diethylamino)ethanethiol hydrochloride), [H-].[Na+] (sodium hydride). Procedure details: A suspension of 2-(diethylamino)ethanethiol hydrochloride (560 mg, 3.30 mmol) and 60% sodium hydride dispersion (224 mg, 10.18 mmol) was stirred in 3 mL of dry DMF until hydrogen evolution ceased. The mixture was treated with a solution of 2-([(2-fluorophenyl)sulfonyl]amino)-5,6,7,8-tetrahydro-1-napthalenecarboxylic acid methyl ester (200 mg, 0.55 mmol) in 1 mL of DMF, stirred at 70 to 75° C. overnight, and concentrated. The concentrate was purified by C18 reverse-phase HPLC using acetonitrile/w... Yield: 78.6%. The reactants are CC(C)O, CC(C)OC(=O)c1cnc(OC(C)C)c(Cl)c1, [Na+], [OH-], O. Yields the product CC(C)Oc1ncc(C(=O)O)cc1Cl. Reaction SMILES: [CH:20]([OH:21])([CH3:22])[CH3:23].[Cl:1][c:2]1[cH:3][c:4]([C:12](=[O:13])[O:14][CH:15]([CH3:16])[CH3:17])[cH:5][n:6][c:7]1[O:8][CH:9]([CH3:10])[CH3:11].[Na+:19].[OH-:18].[OH2:24]>>[Cl:1][c:2]1[cH:3][c:4]([C:12](=[O:13])[OH:14])[cH:5][n:6][c:7]1[O:8][CH:9]([CH3:10])[CH3:11]. Starting materials: Bis(dibenzylidineacetone)palladium, (2′-dicyclohexyl phosphanyl biphenyl-2-yl)dimethylamine, CC(C)([O-])C.[K+] (Potassium tert-butoxide), FC=1C=C2CCNCC2=CC1 (6-fluoro-1,2,3,4-tetrahydroisoquinoline), BrC1=CC(=C(C(=C1)C(F)(F)F)NC(CC(C)(C)C)=O)Cl (N-(4-bromo-2-chloro-6-(trifluoromethyl)phenyl)-3,3-dimethylbutanamide). Solvent: C1(=CC=CC=C1)C (toluene). Run at time 15 minute. Yields the product ClC1=C(C(=CC(=C1)N1CC2=CC=C(C=C2CC1)F)C(F)(F)F)NC(CC(C)(C)C)=O (N-(2-chloro-4-(6-fluoro-3,4-dihydroisoquinolin-2(1H)-yl)-6-(trifluoromethyl)phenyl)-3,3-dimethylbutanamide). RXN SMILES: CC(C)([O-])C.[K+].[F:7][C:8]1[CH:9]=[C:10]2[C:15](=[CH:16][CH:17]=1)[CH2:14][NH:13][CH2:12][CH2:11]2.Br[C:19]1[CH:24]=[C:23]([C:25]([F:28])([F:27])[F:26])[C:22]([NH:29][C:30](=[O:36])[CH2:31][C:32]([CH3:35])([CH3:34])[CH3:33])=[C:21]([Cl:37])[CH:20]=1>C1(C)C=CC=CC=1>[Cl:37][C:21]1[CH:20]=[C:19]([N:13]2[CH2:12][CH2:11][C:10]3[C:15](=[CH:16][CH:17]=[C:8]([F:7])[CH:9]=3)[CH2:14]2)[CH:24]=[C:23]([C:25]([F:28])([F:27])[F:26])[C:22]=1[NH:29][C:30](=[O:36])[CH2:31][C:32]([CH3:34])([CH3:33])[CH3:35] |f:0.1|. Procedure: Bis(dibenzylidineacetone)palladium (2 mg, 0.0035 mmol) and (2′-dicyclohexyl phosphanyl biphenyl-2-yl)dimethylamine (3.3 mg, 0.0084 mmol) were added to dry toluene (10 mL purged with argon) and stirred for 15 minutes under argon. Potassium tert-butoxide (122 mg, 1.08 mmol), 6-fluoro-1,2,3,4-tetrahydroisoquinoline (96 mg, 0.65 mmol), and N-(4-bromo-2-chloro-6-(trifluoromethyl)phenyl)-3,3-dimethylbutanamide (200 mg, 0.54 mmol) were then added, and the reaction mixture was stirred at 90° C. overnigh... The reactants are C1(CCCC1)C1=C(C(=C2C(CC(OC2=C1)(C)C)=O)OC)C(C1=CC=C(C=C1)C(F)(F)F)O (7-Cyclopentyl-6-{hydroxy[4-(trifluoromethyl)phenyl]methyl}-5-methoxy-2,2-dimethyl-2,3-dihydro-4H-chromen-4-one). The reagents and catalysts are [O-2].[Mn+4].[O-2] (manganese(IV) oxide). Run in ClCCl (dichloromethane). Run at time 8 hour. Product: C1(CCCC1)C1=C(C(=C2C(CC(OC2=C1)(C)C)=O)OC)C(C1=CC=C(C=C1)C(F)(F)F)=O (7-Cyclopentyl-5-methoxy-2,2-dimethyl-6-[4-(trifluoromethyl)benzoyl]-2,3-dihydro-4H-chromen-4-one). As a reaction SMILES: [CH:1]1([C:6]2[CH:15]=[C:14]3[C:9]([C:10](=[O:18])[CH2:11][C:12]([CH3:17])([CH3:16])[O:13]3)=[C:8]([O:19][CH3:20])[C:7]=2[CH:21]([OH:32])[C:22]2[CH:27]=[CH:26][C:25]([C:28]([F:31])([F:30])[F:29])=[CH:24][CH:23]=2)[CH2:5][CH2:4][CH2:3][CH2:2]1>ClCCl.[O-2].[Mn+4].[O-2]>[CH:1]1([C:6]2[CH:15]=[C:14]3[C:9]([C:10](=[O:18])[CH2:11][C:12]([CH3:16])([CH3:17])[O:13]3)=[C:8]([O:19][CH3:20])[C:7]=2[C:21](=[O:32])[C:22]2[CH:27]=[CH:26][C:25]([C:28]([F:29])([F:30])[F:31])=[CH:24][CH:23]=2)[CH2:2][CH2:3][CH2:4][CH2:5]1 |f:2.3.4|. Procedure: 100 mg (0.22 mmol) of 7-cyclopentyl-6-{hydroxy[4-(trifluoromethyl)phenyl]methyl}-5-methoxy-2,2-dimethyl-2,3-dihydro-4H-chromen-4-one (Example 7A) are dissolved in 5 ml of dichloromethane, 194 mg (2.23 mmol) of manganese(IV) oxide are added and the mixture is stirred at room temperature overnight. The mixture is filtered through a layer of silica gel, the filter cake is washed thoroughly with ethyl acetate and the filtrate is concentrated to dryness. The crude product is chromatographed on silica... Reaction SMILES: [F:17][c:18]1[c:19]2[c:20]([n:21][cH:22][n:23]1)[N:24]([c:27]1[c:28]([F:35])[cH:29][c:30]([S:33][CH3:34])[cH:31][cH:32]1)[CH2:25][CH2:26]2.[F:1][c:2]1[cH:3][n:4][c:5]([N:8]2[CH2:9][CH2:10][CH:11]([OH:14])[CH2:12][CH2:13]2)[n:6][cH:7]1.[H-:16].[Na+:15]>>[F:1][c:2]1[cH:3][n:4][c:5]([N:8]2[CH2:9][CH2:10][CH:11]([O:14][c:18]3[c:19]4[c:20]([n:21][cH:22][n:23]3)[N:24]([c:27]3[c:28]([F:35])[cH:29][c:30]([S:33][CH3:34])[cH:31][cH:32]3)[CH2:25][CH2:26]4)[CH2:12][CH2:13]2)[n:6][cH:7]1. The product is CSc1ccc(N2CCc3c(OC4CCN(c5ncc(F)cn5)CC4)ncnc32)c(F)c1. Reactants: CSc1ccc(N2CCc3c(F)ncnc32)c(F)c1, OC1CCN(c2ncc(F)cn2)CC1, [H-], [Na+].